From a dataset of the Open Reaction Database (ORD), a public repository of structured organic reaction records. describe an organic reaction: reactants, conditions, products, and yield The reactants are C1(=CC=CC=C1)P(C1=CC=CC=C1)C1=CC=CC=C1 (Triphenylphosphine), BrN1C(CCC1=O)=O (N-bromosuccinimide), ClC=1C=C(C=CC1S(=O)(=O)C)[C@H](C(=O)NC1=NN(C=C1)C)CC1CCCC1 (3-[2(R)-(3-chloro-4-methanesulfonyl-phenyl)-3-cyclopentyl-propionylamino]-1-methyl-pyrazole), C(C)(C)(C)OC(CN1N=C(C=C1)N)=O ((3-amino-pyrazol-1-yl)-acetic acid tert-butyl ester), N1=CC=CC=C1 (pyridine). Solvent: O (water), C(Cl)Cl (methylene chloride). Run at temperature 0 celsius. Product: C(C)(C)(C)OC(CN1N=C(C=C1)NC([C@H](CC1CCCC1)C1=CC(=C(C=C1)S(=O)(=O)C)Cl)=O)=O ({3-[2(R)-(3-chloro-4-methanesulfonyl-phenyl)-3-cyclopentyl-propionylamino]-pyrazol-1-yl}-acetic acid tert-butyl ester). Yield: 55.8%. RXN SMILES: C1(P(C2C=CC=CC=2)C2C=CC=CC=2)C=CC=CC=1.BrN1C(=O)CCC1=O.[Cl:28][C:29]1[CH:30]=[C:31]([C@@H:39]([CH2:49][CH:50]2[CH2:54][CH2:53][CH2:52][CH2:51]2)[C:40]([NH:42][C:43]2[CH:47]=[CH:46][N:45]([CH3:48])[N:44]=2)=[O:41])[CH:32]=[CH:33][C:34]=1[S:35]([CH3:38])(=[O:37])=[O:36].[C:55]([O:59][C:60](=[O:68])CN1C=CC(N)=N1)([CH3:58])([CH3:57])[CH3:56].N1C=CC=CC=1>C(Cl)Cl.O>[C:55]([O:59][C:60](=[O:68])[CH2:48][N:45]1[CH:46]=[CH:47][C:43]([NH:42][C:40](=[O:41])[C@@H:39]([C:31]2[CH:32]=[CH:33][C:34]([S:35]([CH3:38])(=[O:37])=[O:36])=[C:29]([Cl:28])[CH:30]=2)[CH2:49][CH:50]2[CH2:51][CH2:52][CH2:53][CH2:54]2)=[N:44]1)([CH3:58])([CH3:57])[CH3:56]. Reported procedure: Triphenylphosphine (1.66 g, 6.33 mmol) was dissolved in methylene chloride (40 mL) and cooled to 0° C. To this solution was added N-bromosuccinimide (1.27 g, 7.17 mmol) and was stirred at 0° C. until it was completely dissolved and became light purple in color. The 2(R)-(3-chloro-4-methanesulfonyl-phenyl)-3-cyclopentyl-propionic acid (prepared as in PCT WO 2004/052869 A1, Example 1, 1.40 g, 4.22 mmol) was then added and it was stirred at 0° C. for 20 min and then warmed to 25° C. and stirred for... Reactants: CC[O-], CCO, C[N+](=O)[O-], [Na+], CC(C)(C)OC(=O)N1CCC(=O)CC1, O. The product is CC(C)(C)OC(=O)N1CCC(O)(C[N+](=O)[O-])CC1. As a reaction SMILES: [CH3:16][CH2:17][O-:18].[CH3:24][CH2:25][OH:26].[N+:20](=[O:21])([O-:22])[CH3:23].[Na+:15].[O:1]=[C:2]1[CH2:3][CH2:4][N:5]([C:8](=[O:9])[O:10][C:11]([CH3:12])([CH3:13])[CH3:14])[CH2:6][CH2:7]1.[OH2:19]>>[OH:1][C:2]1([CH2:23][N+:20](=[O:21])[O-:22])[CH2:3][CH2:4][N:5]([C:8](=[O:9])[O:10][C:11]([CH3:12])([CH3:13])[CH3:14])[CH2:6][CH2:7]1. The reactants are C1=COCC1, CCOC(=O)c1c[nH]c(=O)[nH]c1=O, c1ccncc1. The product is CCOC(=O)c1cn(C2CCCO2)c(=O)[nH]c1=O. RXN SMILES: [CH2:14]1[CH2:15][CH:16]=[CH:17][O:18]1.[O:1]=[c:2]1[nH:3][cH:4][c:5]([C:9](=[O:10])[O:11][CH2:12][CH3:13])[c:6](=[O:8])[nH:7]1.[cH:19]1[cH:20][cH:21][n:22][cH:23][cH:24]1>>[O:1]=[c:2]1[n:3]([CH:17]2[CH2:16][CH2:15][CH2:14][O:18]2)[cH:4][c:5]([C:9](=[O:10])[O:11][CH2:12][CH3:13])[c:6](=[O:8])[nH:7]1. The reactants are CNC(=O)N1CCN(CC1)CC1=CC=CC=C1 (4-benzyl-piperazine-1-carboxylic acid methylamide). The reagents and catalysts are [Pd] (Palladium on carbon). Run in CCO.C1CCOC1 (EtOH THF), CCO (EtOH). Conditions: time 8 hour. The product is CNC(=O)N1CCNCC1 (piperazine-1-carboxylic acid methylamide). Isolated yield 99.5%. Reaction SMILES: [CH3:1][NH:2][C:3]([N:5]1[CH2:10][CH2:9][N:8](CC2C=CC=CC=2)[CH2:7][CH2:6]1)=[O:4]>[Pd].CCO.CCO.C1COCC1>[CH3:1][NH:2][C:3]([N:5]1[CH2:10][CH2:9][NH:8][CH2:7][CH2:6]1)=[O:4] |f:3.4|. Procedure details: Palladium on carbon (300 mg, 10% by wt.) was placed under an inert atmosphere and suspended in EtOH (10 mL). A solution of 4-benzyl-piperazine-1-carboxylic acid methylamide (1.50 g, 6.43 mmol) dissolved in 2:1 v/v EtOH/THF (96 mL) was added. The reaction mixture was placed under H2 atmosphere (1 atmosphere pressure) and stirred overnight. The resulting mixture was filtered through a pad of Celite® and the solvent was concentrated in vacuo to give 916 mg (99%) of the title compound as clear oil. ... Starting materials: C(C)(C)C1=CC(=NC(=C1)C1=CC=C(C=C1)[N+](=O)[O-])C(=O)O (4-isopropyl-6-(4-nitrophenyl)-2-pyridinecarboxylic acid), S(=O)(Cl)Cl (thionyl chloride), NC1=NN=NN1 (5-aminotetrazole). The product is N1N=NN=C1NC(=O)C1=NC(=CC(=C1)C(C)C)C1=CC=C(C=C1)[N+](=O)[O-] (N-(5-tetrazolyl)-4-isopropyl-6-(4-nitrophenyl)-2-pyridinecarboxamide). Isolated yield 42.5%. RXN SMILES: [CH:1]([C:4]1[CH:9]=[C:8]([C:10]2[CH:15]=[CH:14][C:13]([N+:16]([O-:18])=[O:17])=[CH:12][CH:11]=2)[N:7]=[C:6]([C:19]([OH:21])=O)[CH:5]=1)([CH3:3])[CH3:2].S(Cl)(Cl)=O.[NH2:26][C:27]1[NH:31][N:30]=[N:29][N:28]=1>>[NH:28]1[C:27]([NH:26][C:19]([C:6]2[CH:5]=[C:4]([CH:1]([CH3:2])[CH3:3])[CH:9]=[C:8]([C:10]3[CH:15]=[CH:14][C:13]([N+:16]([O-:18])=[O:17])=[CH:12][CH:11]=3)[N:7]=2)=[O:21])=[N:31][N:30]=[N:29]1. Reported procedure: In the same manner as described in Example 13-(1), 4-isopropyl-6-(4-nitrophenyl)-2-pyridinecarboxylic acid (1.62 g), thionyl chloride (15 ml) and 5-aminotetrazole (0.63 g) are reacted to give N-(5-tetrazolyl)-4-isopropyl-6-(4-nitrophenyl)-2-pyridinecarboxamide (0.85 g). M.P. 270°-272° C. (decomp.) (recrystallized from dimethylformamide-ethanol)